From a dataset of the Open Reaction Database (ORD), a public repository of structured organic reaction records. describe an organic reaction: reactants, conditions, products, and yield Reactants: FC(C(C(C(S(=O)[O-])(F)F)(F)F)(F)F)(S(=O)[O-])F.[Na+].[Na+] (sodium perfluorobutane-1,4-disulfinate), OO (hydrogen peroxide), C(C)(=O)O (acetic acid), resultant mixture, 1-N, [OH-].[Na+] (NaOH). The product is FC(C(C(C(S(=O)(=O)O)(F)F)(F)F)(F)F)(S(=O)(=O)O)F (perfluorobutane-1,4-disulfonic acid). RXN SMILES: [F:1][C:2]([F:18])([S:15]([O-:17])=[O:16])[C:3]([F:14])([F:13])[C:4]([F:12])([F:11])[C:5]([F:10])([F:9])[S:6]([O-:8])=[O:7].[Na+].[Na+].OO.[OH-:23].[Na+].C(O)(=[O:27])C>>[F:9][C:5]([F:10])([S:6]([OH:27])(=[O:8])=[O:7])[C:4]([F:11])([F:12])[C:3]([F:13])([F:14])[C:2]([F:1])([F:18])[S:15]([OH:17])(=[O:16])=[O:23] |f:0.1.2,4.5|. Procedure details: To a mixture of 25 mL of acetonitrile and 15 mL of water were added 8.44 g (18.6 mmol) of diiodoperfluorobutane, 8.50 g (48.8 mmol) of sodium hydrosulfite, and 4.60 g (55 mmol) of sodium hydrogen carbonate. The resultant mixture was stirred at room temperature for 1 hour. This reaction mixture solution was filtered and the filtrate was cooled with ice. As a result, a white solid precipitated. This precipitate was taken out by filtration and dried to obtain sodium perfluorobutane-1,4-disulfinate ... RXN SMILES: [C:1]1([C:7]2[N:11]([S:12]([C:15]3[CH:20]=[CH:19][CH:18]=[C:17]([O:21][CH2:22][C:23]([N:25]([CH3:27])[CH3:26])=[O:24])[CH:16]=3)(=[O:14])=[O:13])[CH:10]=[C:9]([CH2:28][N:29](C)[C:30](=O)OC(C)(C)C)[CH:8]=2)[CH2:6][CH2:5][CH2:4][CH2:3][CH:2]=1.FC(F)(F)C(O)=O>ClCCl>[C:1]1([C:7]2[N:11]([S:12]([C:15]3[CH:16]=[C:17]([CH:18]=[CH:19][CH:20]=3)[O:21][CH2:22][C:23]([N:25]([CH3:26])[CH3:27])=[O:24])(=[O:14])=[O:13])[CH:10]=[C:9]([CH2:28][NH:29][CH3:30])[CH:8]=2)[CH2:6][CH2:5][CH2:4][CH2:3][CH:2]=1. The product is C1(=CCCCC1)C=1N(C=C(C1)CNC)S(=O)(=O)C=1C=C(OCC(=O)N(C)C)C=CC1 (2-(3-((2-(cyclohex-1-en-1-yl)-4-((methylamino)methyl)-1H-pyrrol-1-yl)sulfonyl)phenoxy)-N,N-dimethylacetamide). Reaction conditions: time 2 hour. Run in ClCCl (dichloromethane). Reported procedure: tert-Butyl ((5-(cyclohex-1-en-1-yl)-1-((3-(2-(dimethylamino)-2-oxoethoxy)phenyl)sulfonyl)-1H-pyrrol-3-yl)methyl)(methyl)carbamate 8c (69 mg, 0.13 mmol) was dissolved in 8 mL of dichloromethane, and the reaction solution was cooled in an ice bath, followed by dropwise addition of 2 mL of trifluoroacetic acid. After removing the ice bath, the reaction solution was stirred at room temperature for 2 h. A saturated sodium bicarbonate solution was added dropwise until the pH of the reaction solution w... Starting materials: C1(=CCCCC1)C1=CC(=CN1S(=O)(=O)C1=CC(=CC=C1)OCC(=O)N(C)C)CN(C(OC(C)(C)C)=O)C (tert-butyl ((5-(cyclohex-1-en-1-yl)-1-((3-(2-(dimethylamino)-2-oxoethoxy)phenyl)sulfonyl)-1H-pyrrol-3-yl)methyl)(methyl)carbamate), FC(C(=O)O)(F)F (trifluoroacetic acid). Starting materials: O=[N+]([O-])c1cc(Cl)cnc1Br, [K+], [K+], O=C([O-])[O-], CN(C)C=O, Oc1ccccc1. Yields the product O=[N+]([O-])c1cc(Cl)cnc1Oc1ccccc1. Reaction SMILES: [Br:1][c:2]1[n:3][cH:4][c:5]([Cl:11])[cH:6][c:7]1[N+:8](=[O:9])[O-:10].[K+:19].[K+:20].[O-:21][C:22]([O-:23])=[O:24].[O:25]=[CH:26][N:27]([CH3:28])[CH3:29].[OH:12][c:13]1[cH:14][cH:15][cH:16][cH:17][cH:18]1>>[c:2]1([O:12][c:13]2[cH:14][cH:15][cH:16][cH:17][cH:18]2)[n:3][cH:4][c:5]([Cl:11])[cH:6][c:7]1[N+:8](=[O:9])[O-:10]. The reactants are C(=O)(O)C1=CC2=C(OC3(CC3)C2=O)C=C1 (5-Carboxyspiro[benzo[b]furan-2(3H), 1'-cyclopropane]-3-one), C(OCC(C)C)(=O)Cl (isobutyl chlorocarbonate), C(C)N1C(CCC1)CN (N-ethyl-2-aminomethylpyrrolidine). Run in C(C)N(CC)CC (triethylamine). The product is C(C)N1C(CCC1)CNC(=O)C1=CC2=C(OC3(CC3)C2=O)C=C1 (5-(1-ethyl-2-pyrrolidinyl)methylcarbamoylspiro[benzo[b]furan-2(3H), 1'-cyclopropane]-3-one). The yield is 49.9%. RXN SMILES: [C:1]([C:4]1[CH:15]=[CH:14][C:7]2[O:8][C:9]3([C:12](=[O:13])[C:6]=2[CH:5]=1)[CH2:11][CH2:10]3)([OH:3])=O.C(Cl)(=O)OCC(C)C.[CH2:24]([N:26]1[CH2:30][CH2:29][CH2:28][CH:27]1[CH2:31][NH2:32])[CH3:25]>C(N(CC)CC)C>[CH2:24]([N:26]1[CH2:30][CH2:29][CH2:28][CH:27]1[CH2:31][NH:32][C:1]([C:4]1[CH:15]=[CH:14][C:7]2[O:8][C:9]3([C:12](=[O:13])[C:6]=2[CH:5]=1)[CH2:11][CH2:10]3)=[O:3])[CH3:25]. Procedure: 5-Carboxyspiro[benzo[b]furan-2(3H), 1'-cyclopropane]-3-one (2.04 g.), triethylamine (1.4 ml.), isobutyl chlorocarbonate (1.5 g.) and N-ethyl-2-aminomethylpyrrolidine (1.4 g.) were allowed to react in the same manner as Example 58. The product was converted to oxalate by a known procedure and recrystallization from ethanol gave colorless prisms of 5-(1-ethyl-2-pyrrolidinyl)methylcarbamoylspiro[benzo[b]furan-2(3H), 1'-cyclopropane]-3-one (1.567 g.). The reactants are CN(C)C=O, COc1ccc(C(C)C)cc1-c1ccc(C(F)(F)F)cc1CNc1ncc(N2CCOCC2)cn1, Fc1cc(CBr)cc(C(F)(F)F)c1, [H-], [Na+]. Yields the product COc1ccc(C(C)C)cc1-c1ccc(C(F)(F)F)cc1CN(Cc1cc(F)cc(C(F)(F)F)c1)c1ncc(N2CCOCC2)cn1. Reaction SMILES: [CH3:51][N:52]([CH3:53])[CH:54]=[O:55].[CH:1]([CH3:2])([CH3:3])[c:4]1[cH:5][cH:6][c:7]([O:34][CH3:35])[c:8](-[c:10]2[c:11]([CH2:20][NH:21][c:22]3[n:23][cH:24][c:25]([N:28]4[CH2:29][CH2:30][O:31][CH2:32][CH2:33]4)[cH:26][n:27]3)[cH:12][c:13]([C:16]([F:17])([F:18])[F:19])[cH:14][cH:15]2)[cH:9]1.[F:36][c:37]1[cH:38][c:39]([CH2:40][Br:41])[cH:42][c:43]([C:45]([F:46])([F:47])[F:48])[cH:44]1.[H-:49].[Na+:50]>>[CH:1]([CH3:2])([CH3:3])[c:4]1[cH:5][cH:6][c:7]([O:34][CH3:35])[c:8](-[c:10]2[c:11]([CH2:20][N:21]([c:22]3[n:23][cH:24][c:25]([N:28]4[CH2:29][CH2:30][O:31][CH2:32][CH2:33]4)[cH:26][n:27]3)[CH2:40][c:39]3[cH:38][c:37]([F:36])[cH:44][c:43]([C:45]([F:46])([F:47])[F:48])[cH:42]3)[cH:12][c:13]([C:16]([F:17])([F:18])[F:19])[cH:14][cH:15]2)[cH:9]1. Starting materials: N1C\C(\C2=CC=CC=C12)=C\C1=CC=C(O1)C=O (5-((E)-(indolin-3-ylidene)methyl)furan-2-carbaldehyde), C(C)(=O)N1C(CC2=CC=CC=C12)=O (1-acetyloxindole), N1CCCCC1 (piperidine), C(C)O (ethanol). As a reaction SMILES: [NH:1]1[C:9]2[C:4](=[CH:5][CH:6]=[CH:7][CH:8]=2)/[C:3](=[CH:10]\[C:11]2[O:15][C:14]([CH:16]=O)=[CH:13][CH:12]=2)/[CH2:2]1.[C:18]([N:21]1[C:29]2[C:24](=[CH:25][CH:26]=[CH:27][CH:28]=2)[CH2:23][C:22]1=[O:30])(=[O:20])[CH3:19].N1CCCCC1.C([OH:39])C>>[C:18]([N:21]1[C:29]2[C:24](=[CH:25][CH:26]=[CH:27][CH:28]=2)/[C:23](=[CH:16]\[C:14]2[O:15][C:11](/[CH:10]=[C:3]3/[C:2](=[O:39])[NH:1][C:9]4[C:4]/3=[CH:5][CH:6]=[CH:7][CH:8]=4)=[CH:12][CH:13]=2)/[C:22]1=[O:30])(=[O:20])[CH3:19]. Product: C(C)(=O)N1C(\C(\C2=CC=CC=C12)=C\C1=CC=C(O1)\C=C/1\C(NC2=CC=CC=C12)=O)=O ((3E)-3-((5-((E)-(1-acetyl-2-oxoindolin-3-ylidene)methyl)furan-2-yl)methylene)indolin-2-one). Procedure: Diformylfuran (1 equivalent) was dissolved in ethanol, and a solution obtained by dissolving oxindole (0.5 equivalent) and piperidine (0.1 equivalent) in ethanol was gradually added thereto. After completion of the addition, the resulting mixture was stirred at room temperature for 2 hours. After completion of the reaction, the resulting precipitate was removed by filtration. To the filtrate, acetone was added and the resulting solution was acidified with a 1 N hydrochloric acid solution and eva... Run at time 12 hour. Starting materials: Cc1ccccc1, CCCCCCCCOC(=O)Cl, O, O=Cc1ccc(O)cc1, c1ccncc1. Reaction SMILES: [CH3:23][c:24]1[cH:25][cH:26][cH:27][cH:28][cH:29]1.[Cl:10][C:11](=[O:12])[O:13][CH2:14][CH2:15][CH2:16][CH2:17][CH2:18][CH2:19][CH2:20][CH3:21].[OH2:22].[OH:1][c:2]1[cH:3][cH:4][c:5]([CH:6]=[O:7])[cH:8][cH:9]1.[cH:30]1[cH:31][cH:32][n:33][cH:34][cH:35]1>>[O:1]([c:2]1[cH:3][cH:4][c:5]([CH:6]=[O:7])[cH:8][cH:9]1)[C:11](=[O:12])[O:13][CH2:14][CH2:15][CH2:16][CH2:17][CH2:18][CH2:19][CH2:20][CH3:21]. Yields the product CCCCCCCCOC(=O)Oc1ccc(C=O)cc1.